Dataset: the Open Reaction Database (ORD), a public repository of structured organic reaction records. Task: describe an organic reaction: reactants, conditions, products, and yield Reactants: Brc1ccc(N2CCNCC2)cc1, CNC(=O)COC(=O)Oc1ccc([N+](=O)[O-])cc1, ClCCCl. Yields the product CNC(=O)COC(=O)N1CCN(c2ccc(Br)cc2)CC1. RXN SMILES: [Br:1][c:2]1[cH:3][cH:4][c:5]([N:8]2[CH2:9][CH2:10][NH:11][CH2:12][CH2:13]2)[cH:6][cH:7]1.[C:14]([O:15][CH2:16][C:17](=[O:18])[NH:19][CH3:20])([O:21][c:23]1[cH:24][cH:25][c:26]([N+:27]([O-:28])=[O:29])[cH:30][cH:31]1)=[O:22].[Cl:32][CH2:33][CH2:34][Cl:35]>>[Br:1][c:2]1[cH:3][cH:4][c:5]([N:8]2[CH2:9][CH2:10][N:11]([C:14]([O:15][CH2:16][C:17](=[O:18])[NH:19][CH3:20])=[O:21])[CH2:12][CH2:13]2)[cH:6][cH:7]1. Starting materials: CC=CC(N)=O, ClCc1ccccc1, CN(C)C=O. Yields the product CC=CC(=O)NCc1ccccc1. Reaction SMILES: [C:1]([CH:2]=[CH:3][CH3:4])(=[O:5])[NH2:6].[CH2:7]([c:8]1[cH:9][cH:10][cH:11][cH:12][cH:13]1)[Cl:14].[CH3:15][N:16]([CH3:17])[CH:18]=[O:19]>>[C:1]([CH:2]=[CH:3][CH3:4])(=[O:5])[NH:6][CH2:7][c:8]1[cH:9][cH:10][cH:11][cH:12][cH:13]1.